Dataset: the Open Reaction Database (ORD), a public repository of structured organic reaction records. Task: describe an organic reaction: reactants, conditions, products, and yield As a reaction SMILES: [Br:16][CH2:17][C:18](=[O:19])[Br:20].[C:11](=[O:12])([OH:13])[O-:14].[CH3:1][O:2][c:3]1[cH:4][c:5]([NH2:10])[c:6]([OH:9])[cH:7][cH:8]1.[CH:21]([Cl:22])([Cl:23])[Cl:24].[Na+:15]>>[CH3:1][O:2][c:3]1[cH:4][c:5]([NH:10][C:18]([CH2:17][Br:16])=[O:19])[c:6]([OH:9])[cH:7][cH:8]1. Reactants: O=C(Br)CBr, O=C([O-])O, COc1ccc(O)c(N)c1, ClC(Cl)Cl, [Na+]. Yields the product COc1ccc(O)c(NC(=O)CBr)c1.